Dataset: the Open Reaction Database (ORD), a public repository of structured organic reaction records. Task: describe an organic reaction: reactants, conditions, products, and yield The reactants are CCOC(=O)CC1(CCC(CO)Cc2ccc(C(=O)OC)cc2)CC1, ClCCl, O=[Cr](=O)([O-])Cl, c1cc[nH+]cc1. Product: CCOC(=O)CC1(CCC(C=O)Cc2ccc(C(=O)OC)cc2)CC1. As a reaction SMILES: [CH2:12]([CH3:13])[O:14][C:15]([CH2:16][C:17]1([CH2:20][CH2:21][CH:22]([CH2:23][c:24]2[cH:25][cH:26][c:27]([C:28](=[O:29])[O:30][CH3:31])[cH:32][cH:33]2)[CH2:34][OH:35])[CH2:18][CH2:19]1)=[O:36].[Cl:37][CH2:38][Cl:39].[O:1]=[Cr:2]([Cl:3])([O-:4])=[O:5].[nH+:6]1[cH:7][cH:8][cH:9][cH:10][cH:11]1>>[CH2:12]([CH3:13])[O:14][C:15]([CH2:16][C:17]1([CH2:20][CH2:21][CH:22]([CH2:23][c:24]2[cH:25][cH:26][c:27]([C:28](=[O:29])[O:30][CH3:31])[cH:32][cH:33]2)[CH:34]=[O:35])[CH2:18][CH2:19]1)=[O:36]. The reactants are BrC1=NC(=CC=C1)N1C=NC=C1 (2-Bromo-6-(1H-imidazol-1-yl)pyridine), C(CCC)[Sn](C1=CN=C2N1C=CC(=N2)C(F)(F)F)(CCCC)CCCC (3-tributylstannyl-7-trifluoromethylimidazo[1,2-α]pyrimidine). Product: N1(C=NC=C1)C1=CC=CC(=N1)C1=CN=C2N1C=CC(=N2)C(F)(F)F (3-[6-(1H-imidazol-1-yl)pyridin-2-yl]-7-trifluoromethylimidazo[1,2-α]pyrimidine). Yield: 15.9%. As a reaction SMILES: Br[C:2]1[CH:7]=[CH:6][CH:5]=[C:4]([N:8]2[CH:12]=[CH:11][N:10]=[CH:9]2)[N:3]=1.C([Sn](CCCC)(CCCC)[C:18]1[N:22]2[CH:23]=[CH:24][C:25]([C:27]([F:30])([F:29])[F:28])=[N:26][C:21]2=[N:20][CH:19]=1)CCC>>[N:8]1([C:4]2[N:3]=[C:2]([C:18]3[N:22]4[CH:23]=[CH:24][C:25]([C:27]([F:28])([F:29])[F:30])=[N:26][C:21]4=[N:20][CH:19]=3)[CH:7]=[CH:6][CH:5]=2)[CH:12]=[CH:11][N:10]=[CH:9]1. Procedure details: 2-Bromo-6-(1H-imidazol-1-yl)pyridine (0.18 g, 0.8 mmol) was coupled to 3-tributylstannyl-7-trifluoromethylimidazo[1,2-α]pyrimidine (0.9 mmol) by the method of Example 1. Purification by chromatography on silica gel eluting with dichloromethane on a gradient of methanol (0-10%) and trituration with ethyl acetate gave 3-[6-(1H-imidazol-1-yl)pyridin-2-yl]-7-trifluoromethylimidazo[1,2-α]pyrimidine (42 mg) as an off-white solid: δH (400 MHz, CDCl3) 7.30 (1H, s), 7.35 (1H, d, J 8), 7.43 (1H, d, J 7), ... Reactants: BrC1=CC(=C(N)C(=C1)F)F (4-bromo-2,6-difluoroaniline), FC(COC=1C=C(C=CC1)B(O)O)(F)F (3-(2,2,2-trifluoroethoxy)phenylboronic acid). Product: FC=1C=C(C=C(C1N)F)C1=CC(=CC=C1)OCC(F)(F)F (3,5-difluoro-3′-(2,2,2-trifluoroethoxy)biphenyl-4-amine). Yield: 77.2%. RXN SMILES: Br[C:2]1[CH:8]=[C:7]([F:9])[C:5]([NH2:6])=[C:4]([F:10])[CH:3]=1.[F:11][C:12]([F:25])([F:24])[CH2:13][O:14][C:15]1[CH:16]=[C:17](B(O)O)[CH:18]=[CH:19][CH:20]=1>>[F:10][C:4]1[CH:3]=[C:2]([C:17]2[CH:18]=[CH:19][CH:20]=[C:15]([O:14][CH2:13][C:12]([F:11])([F:24])[F:25])[CH:16]=2)[CH:8]=[C:7]([F:9])[C:5]=1[NH2:6]. Reported procedure: The title compound (89 mg) was prepared from 4-bromo-2,6-difluoroaniline (80 mg, 0.38 mmol) and 3-(2,2,2-trifluoroethoxy)phenylboronic acid (108 mg, 0.5 mmol) as a colourless liquid. Reaction SMILES: [F:20][c:21]1[c:22]([N:27]2[CH2:28][CH2:29][NH:30][CH2:31][CH2:32]2)[cH:23][cH:24][cH:25][cH:26]1.[c:1]1(-[n:7]2[n:8][c:9]([CH2:16][CH2:17][CH2:18][CH3:19])[cH:10][c:11]2[CH2:12][CH2:13][CH:14]=[O:15])[cH:2][cH:3][cH:4][cH:5][cH:6]1>>[c:1]1(-[n:7]2[n:8][c:9]([CH2:16][CH2:17][CH2:18][CH3:19])[cH:10][c:11]2[CH2:12][CH2:13][CH2:14][N:30]2[CH2:29][CH2:28][N:27]([c:22]3[c:21]([F:20])[cH:26][cH:25][cH:24][cH:23]3)[CH2:32][CH2:31]2)[cH:2][cH:3][cH:4][cH:5][cH:6]1. The reactants are Fc1ccccc1N1CCNCC1, CCCCc1cc(CCC=O)n(-c2ccccc2)n1. Yields the product CCCCc1cc(CCCN2CCN(c3ccccc3F)CC2)n(-c2ccccc2)n1. Reactants: C(C1=CC=CC=C1)OC1=C(C(=O)OCC2=CC=CC=C2)C(=C(C(=N1)C1=CC=2C=C3N(C2C=C1)CC(C3)NC)C)OCC3=CC=CC=C3 (benzyl 2,4-bis(benzyloxy)-5-methyl-6-(2-(methylamino)-2,3-dihydro-1H-pyrrolo[1,2-a]indol-7-yl)nicotinate), Cl (HCl). The reagents and catalysts are [Pd] (Pd/C). The solvent is CO (MeOH), CO (MeOH). Run at time 16 hour. Product: Cl.OC1=C(C(NC(=C1C)C1=CC=2C=C3N(C2C=C1)CC(C3)NC)=O)C(=O)O (4-hydroxy-5-methyl-6-(2-(methylamino)-2,3-dihydro-1H-pyrrolo[1,2-a]indol-7-yl)-2-oxo-1,2-dihydropyridine-3-carboxylic acid hydrochloride). Yield: 49.0%. RXN SMILES: C([O:8][C:9]1[N:24]=[C:23]([C:25]2[CH:33]=[CH:32][C:31]3[N:30]4[CH2:34][CH:35]([NH:37][CH3:38])[CH2:36][C:29]4=[CH:28][C:27]=3[CH:26]=2)[C:22]([CH3:39])=[C:21]([O:40]CC2C=CC=CC=2)[C:10]=1[C:11]([O:13]CC1C=CC=CC=1)=[O:12])C1C=CC=CC=1.[ClH:48]>CO.[Pd]>[ClH:48].[OH:40][C:21]1[C:22]([CH3:39])=[C:23]([C:25]2[CH:33]=[CH:32][C:31]3[N:30]4[CH2:34][CH:35]([NH:37][CH3:38])[CH2:36][C:29]4=[CH:28][C:27]=3[CH:26]=2)[NH:24][C:9](=[O:8])[C:10]=1[C:11]([OH:13])=[O:12] |f:4.5|. Reported procedure: The intermediate from Step 2 (70 mg, 0.11 mmol) was dissolved in MeOH (2 mL). To the solution was added 10% Pd/C (20 mg) and 3 N HCl in MeOH (0.1 mL). The mixture was stirred under H2 (1 atm) at room temperature for 16 h. The mixture was filtered through a 5 μm cartridge. The filtrate was concentrated, leaving the product (21 mg, 49%) as an off white powder. Reaction SMILES: [CH3:1][O:2][C:3]1[CH:8]=[C:7]([CH3:9])[C:6]([S:10]([N:13]([CH2:15][C:16]2[S:20][C:19]([C:21]([O:23]C)=O)=[N:18][N:17]=2)[CH3:14])(=[O:12])=[O:11])=[C:5]([CH3:25])[CH:4]=1.[NH:26]1[CH2:30][CH2:29][N:28]=[C:27]1[C:31]1[CH:36]=[CH:35][C:34]([CH2:37][CH2:38][NH:39][CH3:40])=[CH:33][CH:32]=1.C[Al](C)C>C(Cl)Cl>[NH:28]1[CH2:29][CH2:30][N:26]=[C:27]1[C:31]1[CH:32]=[CH:33][C:34]([CH2:37][CH2:38][N:39]([CH3:40])[C:21]([C:19]2[S:20][C:16]([CH2:15][N:13]([S:10]([C:6]3[C:7]([CH3:9])=[CH:8][C:3]([O:2][CH3:1])=[CH:4][C:5]=3[CH3:25])(=[O:12])=[O:11])[CH3:14])=[N:17][N:18]=2)=[O:23])=[CH:35][CH:36]=1. Reported procedure: The title compound was prepared according to general procedure AT using methyl 5-({[(4-methoxy-2,6-dimethylphenyl)sulfonyl](methyl)amino}methyl)-1,3,4-thiadiazole-2-carboxylate (50 mg, 0.13 mmol), 2-[4-(4,5-dihydro-1H-imidazol-2-yl)phenyl]-N-methylethanamine (110 mg, 0.54 mmol) and trimethylaluminium (2 M in toluene, 0.27 mL) in DCM (10 mL). A portion of the crude product was purified using prep method A, then prep method B. Product: N1C(=NCC1)C1=CC=C(C=C1)CCN(C(=O)C=1SC(=NN1)CN(C)S(=O)(=O)C1=C(C=C(C=C1C)OC)C)C (N-{2-[4-(4,5-Dihydro-1H-imidazol-2-yl)phenyl]ethyl}-5-({[(4-methoxy-2,6-dimethylphenyl)sulfonyl](methyl)amino}methyl)-N-methyl-1,3,4-thiadiazole-2-carboxamide). Starting materials: COC1=CC(=C(C(=C1)C)S(=O)(=O)N(C)CC1=NN=C(S1)C(=O)OC)C (methyl 5-({[(4-methoxy-2,6-dimethylphenyl)sulfonyl](methyl)amino}methyl)-1,3,4-thiadiazole-2-carboxylate), N1C(=NCC1)C1=CC=C(C=C1)CCNC (2-[4-(4,5-dihydro-1H-imidazol-2-yl)phenyl]-N-methylethanamine), C[Al](C)C (trimethylaluminium). Run in C(Cl)Cl (DCM). Reactants: C[O-].[Na+] (sodium methoxide), CSC (dimethyl sulfide), O=O (oxygen), C(C1=CC=CC=C1)S[C@@H]1[C@H](C(N1C(C(=O)OCC1=CC=C(C=C1)OC)=C(C)C)=O)Br (p-methoxybenzyl 2-[(3S, 4R)-4-benzylthio-3-bromo-2-oxoazetidin-1-yl]-3-methylbut-2-enoate). The solvent is CO (methanol), ClCCl (dichloromethane). Conditions: time 16 hour. The product is C(C1=CC=CC=C1)S[C@@H]1[C@H](C(N1)=O)Br ((3S, 4R)-4-Benzylthio-3-bromoazetidin-2-one). The yield is 64.3%. As a reaction SMILES: O=O.[CH2:3]([S:10][C@H:11]1[N:14](C(=C(C)C)C(OCC2C=CC(OC)=CC=2)=O)[C:13](=[O:31])[C@@H:12]1[Br:32])[C:4]1[CH:9]=[CH:8][CH:7]=[CH:6][CH:5]=1.C[O-].[Na+].CSC>ClCCl.CO>[CH2:3]([S:10][C@H:11]1[NH:14][C:13](=[O:31])[C@@H:12]1[Br:32])[C:4]1[CH:5]=[CH:6][CH:7]=[CH:8][CH:9]=1 |f:2.3|. Reported procedure: Ozonised oxygen was bubbled through a solution of p-methoxybenzyl 2-[(3S, 4R)-4-benzylthio-3-bromo-2-oxoazetidin-1-yl]-3-methylbut-2-enoate (2 g, 4 mmol) in dichloromethane (40 ml) at -78° C. and the reaction monitored by infra-red spectroscopy. When the band at 1780 cm-1 had disappeared, methanol (4 ml) together with a trace of sodium methoxide and dimethyl sulfide (1 ml) was added and stirring continued at room temperature for 16 h. The reaction was evaporated and the residue purified by flash...